Dataset: the Open Reaction Database (ORD), a public repository of structured organic reaction records. Task: describe an organic reaction: reactants, conditions, products, and yield Starting materials: CN1CCOCC1 (N-methylmorpholine), BrC1=CC=C(C[C@@]2(N(CCC2)C(=O)OC(C)(C)C)C(=O)O)C=C1 (2-(4-bromobenzyl)-1-(tert-butoxycarbonyl)proline), NCC(CC(CC)(C)C)O (1-amino-4,4-dimethylhexan-2-ol), Cl.CN(CCCN=C=NCC)C (1-[3-(dimethylamino) propyl]-3-ethylcarbodiimide hydrochloride), OC1=CC=CC=2NN=NC21 (hydroxybenzotriazole). Solvent: ClCCl (dichloromethane). Conditions: time 8 hour. The product is BrC1=CC=C(CC2(N(CCC2)C(=O)OC(C)(C)C)C(=O)NCC(CC(CC)(C)C)O)C=C1 (tert-butyl 2-(4-bromobenzyl)-2-{[(2-hydroxy-4,4-dimethylhexyl)amino]carbonyl}pyrrolidine-1-carboxylate). Reaction SMILES: CN1CCOCC1.[Br:8][C:9]1[CH:30]=[CH:29][C:12]([CH2:13][C@@:14]2([C:26]([OH:28])=O)[CH2:18][CH2:17][CH2:16][N:15]2[C:19]([O:21][C:22]([CH3:25])([CH3:24])[CH3:23])=[O:20])=[CH:11][CH:10]=1.[NH2:31][CH2:32][CH:33]([OH:40])[CH2:34][C:35]([CH3:39])([CH3:38])[CH2:36][CH3:37].Cl.CN(C)CCCN=C=NCC.OC1C2N=NNC=2C=CC=1>ClCCl>[Br:8][C:9]1[CH:10]=[CH:11][C:12]([CH2:13][C:14]2([C:26]([NH:31][CH2:32][CH:33]([OH:40])[CH2:34][C:35]([CH3:39])([CH3:38])[CH2:36][CH3:37])=[O:28])[CH2:18][CH2:17][CH2:16][N:15]2[C:19]([O:21][C:22]([CH3:25])([CH3:24])[CH3:23])=[O:20])=[CH:29][CH:30]=1 |f:3.4|. Reported procedure: N-methylmorpholine (6.4 mL, 58.6 mmol) was added to an ambient temperature solution of 2-(4-bromobenzyl)-1-(tert-butoxycarbonyl)proline (5.0 g, 13 mmol), 1-amino-4,4-dimethylhexan-2-ol (1.89 g, 13 mmol), 1-[3-(dimethylamino) propyl]-3-ethylcarbodiimide hydrochloride (3.0 g, 15.6 mmol), and hydroxybenzotriazole (2.1 g, 15.6 mmol) in dichloromethane (51 mL). After stirring at ambient temperature overnight, the reaction mixture was quenched with water. The organic phase was dried (magnesium sulfate... Starting materials: CN(C=O)C (N,N-dimethylformamide), C(C)(=O)[O-].[Na+] (sodium acetate), C(C=C)(=O)OC (methyl acrylate), CN(C=O)C (DMF), C(C)(=O)NC1=C(C=C(C=C1)Cl)I (2-acetylamino-5-chloroiodobenzene). The reagents and catalysts are C1(=CC=CC=C1)P(C1=CC=CC=C1)C1=CC=CC=C1 (triphenylphosphine), [Pd](Cl)Cl (palladium chloride). Run in O (water). Run at time 3 hour. Product: C(C)(=O)NC1=C(C=CC(=O)OC)C=C(C=C1)Cl (methyl 2-acetylamino-5-chlorocinnamate). Isolated yield 82.1%. RXN SMILES: CN(C)C=O.[C:6]([NH:9][C:10]1[CH:15]=[CH:14][C:13]([Cl:16])=[CH:12][C:11]=1I)(=[O:8])[CH3:7].[C:18]([O:22][CH3:23])(=[O:21])[CH:19]=[CH2:20].C([O-])(=O)C.[Na+]>[Pd](Cl)Cl.C1(P(C2C=CC=CC=2)C2C=CC=CC=2)C=CC=CC=1.O>[C:6]([NH:9][C:10]1[CH:15]=[CH:14][C:13]([Cl:16])=[CH:12][C:11]=1[CH:20]=[CH:19][C:18]([O:22][CH3:23])=[O:21])(=[O:8])[CH3:7] |f:3.4|. Reported procedure: To a 200-ml flask were successively charged 40 ml of N,N-dimethylformamide (hereinafter abbreviated as DMF), 20 g (0.0677 mole) of 2-acetylamino-5-chloroiodobenzene, 5.94 g (0.069 mole) of methyl acrylate, 6.94 g (0.0846 mole) of anhydrous sodium acetate, 10 mg of palladium chloride and 30 mg of triphenylphosphine in this order. This mixture was stirred at 130° to 135° C. for 3 hours and poured into 200 ml of water, and then a large amount of crystal precipitated. This crystal was filtered off, ... Starting materials: C(OC(C)(C)C)(OC(C)(C)C)=O (di-tert-butyl carbonate), C(C)(C)(C)OC(=O)N1C[C@H]([C@@H](CC1)C(F)F)OCOC ((±)-trans-4-difluoromethyl-3-methoxymethoxy-piperidine-1-carboxylic acid tert-butyl ester), Cl (HCl). Solvent: C(Cl)Cl (DCM), O1CCOCC1 (dioxane). Run at time 1 hour. Product: C(C)(C)(C)OC(=O)N1C[C@H]([C@@H](CC1)C(F)F)O ((±)-trans-4-difluoromethyl-3-hydroxy-piperidine-1-carboxylic acid tert-butyl ester). Isolated yield 36.7%. As a reaction SMILES: [C:1]([O:5][C:6]([N:8]1[CH2:13][CH2:12][C@@H:11]([CH:14]([F:16])[F:15])[C@H:10]([O:17]COC)[CH2:9]1)=[O:7])([CH3:4])([CH3:3])[CH3:2].Cl.C(=O)(OC(C)(C)C)OC(C)(C)C>C(Cl)Cl.O1CCOCC1>[C:1]([O:5][C:6]([N:8]1[CH2:13][CH2:12][C@@H:11]([CH:14]([F:15])[F:16])[C@H:10]([OH:17])[CH2:9]1)=[O:7])([CH3:4])([CH3:2])[CH3:3]. Procedure: To a solution of (±)-trans-4-difluoromethyl-3-methoxymethoxy-piperidine-1-carboxylic acid tert-butyl ester (1.52 mmol, 0.45 g) in DCM (2 mL) was added 4 N HCl in dioxane (3 mL). The solution was stirred for 1 hour. The solvents were removed with reduced pressure. The crude amine hydrochloride was dissolved in DCM (3 mL), and saturated NaHCO3 (3 mL). To this suspension was added di-tert-butyl carbonate (4.12 mmol, 0.90 g) and the reaction was stirred for 30 minutes at room temperature. The layers... Reactants: O1C=CC2=C1C(=CC=C2)OCCCl (2-(benzofuran-7-yloxy)ethylchloride), FC=1C=C2C(=CNC2=CC1)CCCN (3-(5-fluoro-1H-indol-3-yl)propylamine), O (water). Solvent: CS(=O)C (DMSO). Run at temperature 90 celsius, time 12 hour. Product: O1C=CC2=C1C(=CC=C2)OCCNCCCC2=CNC1=CC=C(C=C21)F ([2-(Benzofuran-7-yloxy)ethyl]-[3-(5-fluoro-1H-indol-3-yl)propyl]amine). Isolated yield 30.3%. As a reaction SMILES: [O:1]1[C:5]2[C:6]([O:10][CH2:11][CH2:12]Cl)=[CH:7][CH:8]=[CH:9][C:4]=2[CH:3]=[CH:2]1.[F:14][C:15]1[CH:16]=[C:17]2[C:21](=[CH:22][CH:23]=1)[NH:20][CH:19]=[C:18]2[CH2:24][CH2:25][CH2:26][NH2:27].O>CS(C)=O>[O:1]1[C:5]2[C:6]([O:10][CH2:11][CH2:12][NH:27][CH2:26][CH2:25][CH2:24][C:18]3[C:17]4[C:21](=[CH:22][CH:23]=[C:15]([F:14])[CH:16]=4)[NH:20][CH:19]=3)=[CH:7][CH:8]=[CH:9][C:4]=2[CH:3]=[CH:2]1. Procedure details: A solution of 2-(benzofuran-7-yloxy)ethylchloride (0.58 g, 2.9 mmol), 3-(5-fluoro-1H-indol-3-yl)propylamine (1.4 g, 7.4 mmol) and triethylaniine (0.74 g, 7.4 mmol) in anhydrous DMSO (20 ml) was allowed to stir at 90° C. for 12 hours. The mixture was poured into water (100 ml) and extracted with methylene chloride (3×100 ml). The organic layer was washed with water (3×150 ml), dried over anhydrous sodium sulfate, filtered and the solvent was removed under vacuum. Chromatography (7% methanol-methy... Reaction SMILES: N1[C:10]2[C:5](=[C:6]([S:11]([N:14]3[CH2:21][C:20]4[CH:22]=[CH:23][CH:24]=[CH:25][C:19]=4[CH2:18][O:17][CH2:16][C@H:15]3[CH2:26][OH:27])(=[O:13])=[O:12])[CH:7]=[CH:8][CH:9]=2)[CH:4]=CC=1.[H-].[Na+].[CH3:30]I.C[N:33]([CH:35]=O)[CH3:34]>>[CH3:30][O:27][CH2:26][C@H:15]1[N:14]([S:11]([C:6]2[CH:7]=[CH:8][CH:9]=[C:10]3[C:34]=2[N:33]=[CH:35][CH:4]=[CH:5]3)(=[O:13])=[O:12])[CH2:21][C:20]2[CH:22]=[CH:23][CH:24]=[CH:25][C:19]=2[CH2:18][O:17][CH2:16]1 |f:1.2|. Yields the product COC[C@@H]1COCC2=C(CN1S(=O)(=O)C=1C=CC=C3C=CC=NC13)C=CC=C2 ((R)-4-(Methoxymethyl)-5-(quinolin-8-ylsulfonyl)-3,4,5,6-tetrahydro-1H-benzo[f][1,4]oxazocine). Starting materials: N1=CC=CC2=C(C=CC=C12)S(=O)(=O)N1[C@@H](COCC2=C(C1)C=CC=C2)CO ((R)-(5-(Quinolin-5-ylsulfonyl)-3,4,5,6-tetrahydro-1H-benzo[f][1,4]oxazocin-4-yl)methanol), [H-].[Na+] (NaH), CN(C)C=O (DMF), CI (MeI). Run at time 0.5 hour. The yield is 53.0%. Reported procedure: To a solution of compound 15 (40 mg, 0.1 mmol) in DMF (3 mL) at 0° C. was added NaH (168 mg, 0.4 mmol). The mixture was stirred at rt for 0.5 h and to it was added MeI (22 mg, 0.16 mmol). The reaction was stirred at rt for 2.5 h, quenched with H2O and extracted with EA (3×10 mL). The combined organic layers were washed with brine, dried over Na2SO4, filtered and concentrated under reduced pressure. The residue was purified by Prep-TLC to give compound 16 (22 mg, 53% yield) as a solid. 1H NMR (40... Starting materials: COC1=CC=C(CN2N=C(C3=CC(=CC=C23)B2OC(C(O2)(C)C)(C)C)C=2N=NN(C2)C2=CC=C(C=C2)C(=O)N2CCOCC2)C=C1 (1-(4-methoxybenzyl)-3-{1-[4-(morpholin-4-ylcarbonyl)phenyl]-1H-1,2,3-triazol-4-yl}-5-(4,4,5,5-tetramethyl-1,3,2-dioxaborolan-2-yl)-1H-indazole), OO (hydrogen peroxide). Run in CCOC(=O)C (EtOAc). Product: COC1=CC=C(CN2N=C(C3=CC(=CC=C23)O)C=2N=NN(C2)C2=CC=C(C=C2)C(=O)N2CCOCC2)C=C1 (1-(4-methoxybenzyl)-3-{1-[4-(morpholin-4-ylcarbonyl)phenyl]-1H-1,2,3-triazol-4-yl}-1H-indazol-5-ol). The yield is 67.8%. As a reaction SMILES: [CH3:1][O:2][C:3]1[CH:46]=[CH:45][C:6]([CH2:7][N:8]2[C:16]3[C:11](=[CH:12][C:13](B4OC(C)(C)C(C)(C)O4)=[CH:14][CH:15]=3)[C:10]([C:26]3[N:27]=[N:28][N:29]([C:31]4[CH:36]=[CH:35][C:34]([C:37]([N:39]5[CH2:44][CH2:43][O:42][CH2:41][CH2:40]5)=[O:38])=[CH:33][CH:32]=4)[CH:30]=3)=[N:9]2)=[CH:5][CH:4]=1.[OH:47]O>CCOC(C)=O>[CH3:1][O:2][C:3]1[CH:4]=[CH:5][C:6]([CH2:7][N:8]2[C:16]3[C:11](=[CH:12][C:13]([OH:47])=[CH:14][CH:15]=3)[C:10]([C:26]3[N:27]=[N:28][N:29]([C:31]4[CH:36]=[CH:35][C:34]([C:37]([N:39]5[CH2:44][CH2:43][O:42][CH2:41][CH2:40]5)=[O:38])=[CH:33][CH:32]=4)[CH:30]=3)=[N:9]2)=[CH:45][CH:46]=1. Procedure: A solution of 1-(4-methoxybenzyl)-3-{1-[4-(morpholin-4-ylcarbonyl)phenyl]-1H-1,2,3-triazol-4-yl}-5-(4,4,5,5-tetramethyl-1,3,2-dioxaborolan-2-yl)-1H-indazole (239 mg; 0.39 mmol; 1.0 eq.) and hydrogen peroxide (52 mg, 1.54 mmol, 4 eq.) in EtOAc (4.8 mL) was stirred O/N at RT. Solvent was removed under reduced pressure and the crude was purified by preparative HPLC to give the title compound as a white powder (135 mg, 69%). UPLC/MS: (MS+) 511.1. Reactants: BrC1=CC=C(C=C1)[C@@H](C)NC(C(F)(F)F)=O ((R)—N-(1-(4-bromophenyl)ethyl)-2,2,2-trifluoroacetamide), [OH-].[Na+] (NaOH). Run in CO (methanol). Reaction conditions: time 8 hour. Product: BrC1=CC=C(C=C1)[C@@H](C)N ((R)-1-(4-bromophenyl)ethan amine). Isolated yield 72.0%. Reaction SMILES: [Br:1][C:2]1[CH:7]=[CH:6][C:5]([C@H:8]([NH:10]C(=O)C(F)(F)F)[CH3:9])=[CH:4][CH:3]=1.[OH-].[Na+]>CO>[Br:1][C:2]1[CH:7]=[CH:6][C:5]([C@H:8]([NH2:10])[CH3:9])=[CH:4][CH:3]=1 |f:1.2|. Reported procedure: (R)—N-(1-(4-bromophenyl)ethyl)-2,2,2-trifluoroacetamide (20 g, 68 mmol) was dissolved in methanol (200 mL) and cooled in an ice-water bath. Then aqueous NaOH (2 M, 100 mL) was added to the above mixture. The reaction mixture was stirred overnight at ambient temperature. The reaction mixture was concentrated and then partitioned between CH2Cl2 and water. The aqueous layer was extracted with addition CH2Cl2 and the combined organic phases were dried over Na2SO4, filtered and concentrated to give (... Yields the product BrC1=C(C=C(C=C1)OC)OCOC (1-Bromo-4-methoxy-2-methoxymethoxybenzene). Yield: 92410.5%. Starting materials: BrC1=C(C=C(C=C1)OC)O (1-bromo-2-hydroxy-4-methoxybenzene), [H-].[Na+] (NaH), COCBr (bromomethyl methyl ether). Reaction SMILES: [H-].[Na+].[Br:3][C:4]1[CH:9]=[CH:8][C:7]([O:10][CH3:11])=[CH:6][C:5]=1[OH:12].[CH3:13][O:14][CH2:15]Br>CN(C=O)C>[Br:3][C:4]1[CH:9]=[CH:8][C:7]([O:10][CH3:11])=[CH:6][C:5]=1[O:12][CH2:13][O:14][CH3:15] |f:0.1|. Reaction conditions: time 2 hour. Reported procedure: To a suspension of NaH (2.5 g, 0.06 mol) in dry DMF (100 mL) at 0° C. was added solution of 1-bromo-2-hydroxy-4-methoxybenzene (10.6 g, 0.05 mol). After stirring at 0° C. for 30 min. bromomethyl methyl ether (7.8 g, 0.06 mmol) were dropwise added. The mixture was warmed to room temperature over 20 min. and then stirred for 2 h, it was then quenched cautiously by the addition of cold dilute HCl and extracted with EtOAc. The EtOAc extract was washed successively with; H2O, 5% aqueous NaHCO3, H2O a... The solvent is CN(C)C=O (DMF). Reactants: P(Cl)(Cl)(Cl)(Cl)Cl (Phosphorus pentachloride), ClC(C(=O)ON=C(C(=O)O)C1=NSN=C1)Cl (2-dichloroacetoxyimino-2-(1,2,5-thiadiazol-3-yl)acetic acid), ClC(C(=O)ON=C(C(=O)NC1[C@@H]2N(C(=C(CS2)CSC2=NN=NN2C)C(=O)O)C1=O)C1=NSN=C1)Cl (7-[2-dichloroacetoxyimino-2-(1,2,5-thiadiazol-3-yl)acetamido]-3-(1-methyl-1H-tetrazol-5-yl)thiomethyl-3-cephem-4-carboxylic acid). The solvent is O (water), CC(=O)C (acetone), C(Cl)Cl (methylene chloride). Yields the product ON=C(C(=O)NC1[C@@H]2N(C(=C(CS2)CSC2=NN=NN2C)C(=O)O)C1=O)C1=NSN=C1 (7-[2-hydroxyimino-2-(1,2,5-thiadiazol-3-yl)acetamido]-3-(1-methyl-1H-tetrazol-5-yl)thiomethyl-3-cephem-4-carboxylic acid). Reaction SMILES: P(Cl)(Cl)(Cl)(Cl)Cl.ClC(Cl)C(ON=C(C1C=NSN=1)C(O)=O)=O.ClC(Cl)C([O:27][N:28]=[C:29]([C:53]1[CH:57]=[N:56][S:55][N:54]=1)[C:30]([NH:32][CH:33]1[C:51](=[O:52])[N:35]2[C:36]([C:48]([OH:50])=[O:49])=[C:37]([CH2:40][S:41][C:42]3[N:46]([CH3:47])[N:45]=[N:44][N:43]=3)[CH2:38][S:39][C@H:34]12)=[O:31])=O>C(Cl)Cl.O.CC(C)=O>[OH:27][N:28]=[C:29]([C:53]1[CH:57]=[N:56][S:55][N:54]=1)[C:30]([NH:32][CH:33]1[C:51](=[O:52])[N:35]2[C:36]([C:48]([OH:50])=[O:49])=[C:37]([CH2:40][S:41][C:42]3[N:46]([CH3:47])[N:45]=[N:44][N:43]=3)[CH2:38][S:39][C@H:34]12)=[O:31]. Reported procedure: Phosphorus pentachloride (2.5 g.) was added with stirring and ice-cooling to a suspension of 2-dichloroacetoxyimino-2-(1,2,5-thiadiazol-3-yl)acetic acid (syn isomer) (3.7 g.) in dry methylene chloride (100 ml.), and the mixture was stirred for 1 hour at ambient temperature. The resultant mixture was concentrated and benzene was added thereto and distilled off (twice repeated). The residue was dissolved in dry methylene chloride. The solution was dropwise added with stirring and ice-cooling to a ...